Dataset: the Open Reaction Database (ORD), a public repository of structured organic reaction records. Task: describe an organic reaction: reactants, conditions, products, and yield Product: O=C(O)c1cc(Cl)ccc1NS(=O)(=O)c1cccc2nsnc12. Reaction SMILES: [CH2:29]1[O:30][CH2:31][CH2:32][CH2:33]1.[CH3:4][O:5][C:6]([c:7]1[c:8]([NH:14][S:15](=[O:16])(=[O:17])[c:18]2[cH:19][cH:20][cH:21][c:22]3[c:23]2[n:24][s:25][n:26]3)[cH:9][cH:10][c:11]([Cl:13])[cH:12]1)=[O:27].[ClH:28].[Li+:2].[OH-:1].[OH2:34].[OH2:3]>>[O:5]=[C:6]([c:7]1[c:8]([NH:14][S:15](=[O:16])(=[O:17])[c:18]2[cH:19][cH:20][cH:21][c:22]3[c:23]2[n:24][s:25][n:26]3)[cH:9][cH:10][c:11]([Cl:13])[cH:12]1)[OH:27]. The reactants are C1CCOC1, COC(=O)c1cc(Cl)ccc1NS(=O)(=O)c1cccc2nsnc12, Cl, [Li+], [OH-], O, O. The reactants are C1=CC=C(C=C1)P(C2=CC=CC=C2)C3=C(C4=CC=CC=C4C=C3)C5=C(C=CC6=CC=CC=C65)P(C7=CC=CC=C7)C8=CC=CC=C8 (rac-binap), C([O-])([O-])=O.[Cs+].[Cs+] (cesium carbonate), C(C)(=O)N[C@]1(CNC[C@@H]1CCCB1OC(C(O1)(C)C)(C)C)C(=O)NC(C)(C)C ((3R,4S)-3-acetamido-N-tert-butyl-4-(3-(4,4,5,5-tetramethyl-1,3,2-dioxaborolan-2-yl)propyl)pyrrolidine-3-carboxamide), BrC=1C=NC=C(C(=O)OCC)C1 (ethyl 5-bromonicotinate). The reagents and catalysts are C(C)(=O)[O-].C(C)(=O)[O-].[Pd+2] (palladium diacetate). The solvent is C1(=CC=CC=C1)C (toluene), C(Cl)Cl (methylene chloride). Reaction conditions: temperature 80 celsius. Product: N[C@]1(CN(C[C@@H]1CCCB(O)O)C=1C=NC=C(C(=O)O)C1)C(=O)O (5-((3R,4S)-3-amino-4-(3-boronopropyl)-3-carboxypyrrolidin-1-yl)nicotinic acid). Isolated yield 48.6%. As a reaction SMILES: C([NH:4][C@:5]1([C:22](NC(C)(C)C)=[O:23])[C@@H:9]([CH2:10][CH2:11][CH2:12][B:13]2[O:17]C(C)(C)C(C)(C)[O:14]2)[CH2:8][NH:7][CH2:6]1)(=O)C.Br[C:30]1[CH:31]=[N:32][CH:33]=[C:34]([CH:40]=1)[C:35]([O:37]CC)=[O:36].C1C=CC(P(C2C=CC3C(=CC=CC=3)C=2C2C3C(=CC=CC=3)C=CC=2P(C2C=CC=CC=2)C2C=CC=CC=2)C2C=CC=CC=2)=CC=1.C(=O)([O-])[O-:88].[Cs+].[Cs+]>C1(C)C=CC=CC=1.C(Cl)Cl.C([O-])(=O)C.C([O-])(=O)C.[Pd+2]>[NH2:4][C@:5]1([C:22]([OH:23])=[O:88])[C@@H:9]([CH2:10][CH2:11][CH2:12][B:13]([OH:14])[OH:17])[CH2:8][N:7]([C:30]2[CH:31]=[N:32][CH:33]=[C:34]([CH:40]=2)[C:35]([OH:37])=[O:36])[CH2:6]1 |f:3.4.5,8.9.10|. Procedure: A stirred solution of (3R,4S)-3-acetamido-N-tert-butyl-4-(3-(4,4,5,5-tetramethyl-1,3,2-dioxaborolan-2-yl)propyl)pyrrolidine-3-carboxamide (Example 8, step 4) (198 mg, 0.5 mmol) and ethyl 5-bromonicotinate (138 mg, 0.60 mmol) in anhydrous toluene (2.5 mL) was degassed under nitrogen for 15 min, then treated with palladium diacetate (14 mg, 0.06 mmol), rac-binap (75 mg, 0.12 mmol), and cesium carbonate (0.65 g, 2 mmol). The mixture was heated to 80° C. for 18 h, cooled to room temperature, diluted... Starting materials: CC(C)C(NC(=O)OC(C)(C)C)C(=O)O, ClCCl, CN1CCCCC1, CC(C)COC(=O)Cl, O, NCCSc1ccccc1. Product: CC(C)C(NC(=O)OC(C)(C)C)C(=O)NCCSc1ccccc1. As a reaction SMILES: [C:8]([CH3:9])([CH3:10])([CH3:11])[O:12][C:13](=[O:14])[NH:15][CH:16]([CH:17]([CH3:18])[CH3:19])[C:20](=[O:21])[OH:22].[CH2:41]([Cl:42])[Cl:43].[CH3:1][N:2]1[CH2:3][CH2:4][CH2:5][CH2:6][CH2:7]1.[Cl:23][C:24]([O:25][CH2:26][CH:27]([CH3:28])[CH3:29])=[O:30].[OH2:44].[c:31]1([S:37][CH2:38][CH2:39][NH2:40])[cH:32][cH:33][cH:34][cH:35][cH:36]1>>[C:8]([CH3:9])([CH3:10])([CH3:11])[O:12][C:13](=[O:14])[NH:15][CH:16]([CH:17]([CH3:18])[CH3:19])[C:20](=[O:22])[NH:40][CH2:39][CH2:38][S:37][c:31]1[cH:32][cH:33][cH:34][cH:35][cH:36]1. Reactants: ClC[C@H](C(C)C)NCC(C)C ((1S)-1-(chloromethyl)-N-isobutyl-2-methylpropylamine), CC1=C(C=CC(=C1)[N+](=O)[O-])N=C=O (2-methyl-4-nitrophenyl isocyanate). The product is CC1=C(C=CC(=C1)[N+](=O)[O-])N=C1OC[C@@H](N1CC(C)C)C(C)C ((4S)-2-(2-methyl-4-nitrophenylimino)-3-isobutyl-4-isopropyl-1,3-oxazolidine). Reaction SMILES: Cl[CH2:2][C@@H:3]([NH:7][CH2:8][CH:9]([CH3:11])[CH3:10])[CH:4]([CH3:6])[CH3:5].[CH3:12][C:13]1[CH:18]=[C:17]([N+:19]([O-:21])=[O:20])[CH:16]=[CH:15][C:14]=1[N:22]=[C:23]=[O:24]>>[CH3:12][C:13]1[CH:18]=[C:17]([N+:19]([O-:21])=[O:20])[CH:16]=[CH:15][C:14]=1[N:22]=[C:23]1[N:7]([CH2:8][CH:9]([CH3:11])[CH3:10])[C@@H:3]([CH:4]([CH3:6])[CH3:5])[CH2:2][O:24]1. Procedure details: (L)-Valine methyl ester was reduced to (1S)-1-(hydroxymethyl)-2-methylpropylamine according to Method B1b, Step 2. The 2-hydroxyethylamine was reacted with isobutyraldehyde according to Method B4c, Step 1 to afford (4S)-2,4diisopropyl-1,3-oxazolidine. The oxazolidine was reduced according to Method B4c, Step 2 to give (1S)-1-(hydroxymethyl)-N-isobutyl-2-methylpropylamine. The substituted 2-hydroxyethylamine was reacted with SOCl2 according to Method B7b to give (1S)-1-(chloromethyl)-N-isobutyl-2... Starting materials: COC1=C(C=C(C=C1)S(=O)(=O)Cl)N1CCN(CC1)C(C(F)(F)F)=O (4-methoxy-3-[4-(2,2,2-trifluoro-acetyl)piperazin-1-yl]bezenesulfonyl chloride), FC1=CC=C(C2=CC=CC=C12)[Mg]Br (4-fluoro-1-naphthylmagnesium bromide), [Cl-].[NH4+] (ammonium chloride). The solvent is C1CCOC1 (THF), C1CCOC1 (THF). Run at time 1 hour. Product: FC1=CC=C(C2=CC=CC=C12)S(=O)(=O)C=1C=CC(=C(C1)N1CCNCC1)OC (1-[5-(4-fluoro-naphthalene-1-sulfonyl)2-methoxyphenyl]piperazine). RXN SMILES: [CH3:1][O:2][C:3]1[CH:8]=[CH:7][C:6]([S:9](Cl)(=[O:11])=[O:10])=[CH:5][C:4]=1[N:13]1[CH2:18][CH2:17][N:16](C(=O)C(F)(F)F)[CH2:15][CH2:14]1.[F:25][C:26]1[C:35]2[C:30](=[CH:31][CH:32]=[CH:33][CH:34]=2)[C:29]([Mg]Br)=[CH:28][CH:27]=1.[Cl-].[NH4+]>C1COCC1>[F:25][C:26]1[C:35]2[C:30](=[CH:31][CH:32]=[CH:33][CH:34]=2)[C:29]([S:9]([C:6]2[CH:7]=[CH:8][C:3]([O:2][CH3:1])=[C:4]([N:13]3[CH2:14][CH2:15][NH:16][CH2:17][CH2:18]3)[CH:5]=2)(=[O:10])=[O:11])=[CH:28][CH:27]=1 |f:2.3|. Reported procedure: To a solution of 4-methoxy-3-[4-(2,2,2-trifluoro-acetyl)piperazin-1-yl]bezenesulfonyl chloride (0.19 g; 0.5 mmol), prepared as in Example 1 Step 2, in THF (0.5 mL) at ambient temperature under argon atmosphere was added dropwise a solution of 4-fluoro-1-naphthylmagnesium bromide in THF (0.25 M, 4 mL; 1 mmol). After stirring at this temperature for 1 h a saturated solution of ammonium chloride was added and the mixture was extracted into ethyl acetate (20 mL). The organic phase was dried (Na2SO4)... Reactants: C(CC)C1=NC2=C(N1CC1=CC=C(C=C1)C1=C(C=CC=C1)C=1N=NN(N1)C(C1=CC=CC=C1)(C1=CC=CC=C1)C1=CC=CC=C1)C=C(C=C2C)C=2N=CN(C2)CC2CC2 (4'-[(2-n-propyl-4-methyl-6-(1-cyclopropylmethyl-imidazol-4-yl)-benzimidazol-1-yl)-methyl]-2-(2-triphenylmethyl-tetrazol-5-yl)-biphenyl). Solvent: Cl (hydrochloric acid). Reaction conditions: time 1 hour. Product: C(CC)C1=NC2=C(N1CC1=CC=C(C=C1)C1=C(C=CC=C1)C1=NN=NN1)C=C(C=C2C)C=2N=CN(C2)CC2CC2 (4'-[(2-n-Propyl-4-methyl-6-(1-cyclopropylmethyl-imidazol-4-yl)-benzimidazol-1-yl)-methyl]-2-(1H-tetrazol-5-yl)-biphenyl). As a reaction SMILES: [CH2:1]([C:4]1[N:8]([CH2:9][C:10]2[CH:15]=[CH:14][C:13]([C:16]3[CH:21]=[CH:20][CH:19]=[CH:18][C:17]=3[C:22]3[N:23]=[N:24][N:25](C(C4C=CC=CC=4)(C4C=CC=CC=4)C4C=CC=CC=4)[N:26]=3)=[CH:12][CH:11]=2)[C:7]2[CH:46]=[C:47]([C:51]3[N:52]=[CH:53][N:54]([CH2:56][CH:57]4[CH2:59][CH2:58]4)[CH:55]=3)[CH:48]=[C:49]([CH3:50])[C:6]=2[N:5]=1)[CH2:2][CH3:3]>Cl>[CH2:1]([C:4]1[N:8]([CH2:9][C:10]2[CH:15]=[CH:14][C:13]([C:16]3[CH:21]=[CH:20][CH:19]=[CH:18][C:17]=3[C:22]3[NH:23][N:24]=[N:25][N:26]=3)=[CH:12][CH:11]=2)[C:7]2[CH:46]=[C:47]([C:51]3[N:52]=[CH:53][N:54]([CH2:56][CH:57]4[CH2:58][CH2:59]4)[CH:55]=3)[CH:48]=[C:49]([CH3:50])[C:6]=2[N:5]=1)[CH2:2][CH3:3]. Procedure: A mixture of 460 mg (0.6 mMol) of 4'-[(2-n-propyl-4-methyl-6-(1-cyclopropylmethyl-imidazol-4-yl)-benzimidazol-1-yl)-methyl]-2-(2-triphenylmethyl-tetrazol-5-yl)-biphenyl and 10 ml of saturated methanolic hydrochloric acid is stirred for one hour at ambient temperature. The mixture is then evaporated to dryness, the residue is dissolved in dilute ammonia solution and washed with ether. The aqueous phase is adjusted to pH 5 to 6 with acetic acid and subsequently the solid precipitate is suction fil...